Dataset: the Open Reaction Database (ORD), a public repository of structured organic reaction records. Task: describe an organic reaction: reactants, conditions, products, and yield The reactants are C(C)(=O)OCC (Ethyl acetate), [H-].[Al+3].[Li+].[H-].[H-].[H-] (lithium aluminum hydride), COC1=C(C=CC(=C1)CNCCCNCCCCNCCCN)O.OC1(OC2=C(C(C1)C(CC#N)C)C=CC(=C2)C(C)CCCC2=CC=CC=C2)C (dl-5 hydroxy-4-(1-methyl-2-cyanoethyl)-2-methyl-7-(5-phenyl-2-pentyl)-3,4-dihydro-2H-benzopyran). The solvent is O1CCCC1 (tetrahydrofuran), O1CCCC1 (tetrahydrofuran). Conditions: time 6 hour. The product is NCCC(C)C1CC(OC2=C1C(=CC(=C2)C(C)CCCC2=CC=CC=C2)O)C (4-(4-Amino-2-butyl)-5-hydroxy-2-methyl-7-(5-phenyl-2-pentyl)-3,4-dihydro-2H-benzopyran). RXN SMILES: [H-].[Al+3].[Li+].[H-].[H-].[H-].C[O:8]C1C=C(CNCCCNCCCCNCCCN)C=CC=1O.O[C:32]1([CH3:58])[CH2:37][CH:36]([CH:38]([CH3:42])[CH2:39][C:40]#[N:41])[C:35]2[CH:43]=[CH:44][C:45]([CH:47]([CH2:49][CH2:50][CH2:51][C:52]3[CH:57]=[CH:56][CH:55]=[CH:54][CH:53]=3)[CH3:48])=[CH:46][C:34]=2[O:33]1.C(OCC)(=O)C>O1CCCC1>[NH2:41][CH2:40][CH2:39][CH:38]([CH:36]1[C:35]2[C:43]([OH:8])=[CH:44][C:45]([CH:47]([CH2:49][CH2:50][CH2:51][C:52]3[CH:57]=[CH:56][CH:55]=[CH:54][CH:53]=3)[CH3:48])=[CH:46][C:34]=2[O:33][CH:32]([CH3:58])[CH2:37]1)[CH3:42] |f:0.1.2.3.4.5,6.7|. Reported procedure: Under anhydrous conditions and a nitrogen atmosphere, to a solution of 190 mg (5 mmole) lithium aluminum hydride in 50 ml tetrahydrofuran at 10° C. is added dropwise a solution of 1.885 g (5 mmole) dl-5-hydroxy-4-(1-methyl-2-cyanoethyl)-2-methyl-7-(5-phenyl-2-pentyl)-3,4-dihydro-2H-benzopyran in 25 ml of tetrahydrofuran. After the addition is complete, the mixture is stirred at room temperature for 6 hours. Ethyl acetate is added to consume the unreacted hydride. The reaction mixture is evaporat... Starting materials: C([O-])([O-])=O.[K+].[K+] (potassium carbonate), [N+](=O)([O-])C1=CC=C(C=C1)O (4-nitrophenol), BrCC(=O)OCC1=CC=CC=C1 (benzyl bromoacetate). Solvent: CCOCC (ether), CN(C=O)C (dimethylformamide). Run at time 45 minute. Product: [N+](=O)([O-])C1=CC=C(OCC(=O)OCC2=CC=CC=C2)C=C1 (Benzyl 2-(4-nitrophenoxy)acetate). As a reaction SMILES: [N+:1]([C:4]1[CH:9]=[CH:8][C:7]([OH:10])=[CH:6][CH:5]=1)([O-:3])=[O:2].C(=O)([O-])[O-].[K+].[K+].Br[CH2:18][C:19]([O:21][CH2:22][C:23]1[CH:28]=[CH:27][CH:26]=[CH:25][CH:24]=1)=[O:20]>CN(C)C=O.CCOCC>[N+:1]([C:4]1[CH:9]=[CH:8][C:7]([O:10][CH2:18][C:19]([O:21][CH2:22][C:23]2[CH:28]=[CH:27][CH:26]=[CH:25][CH:24]=2)=[O:20])=[CH:6][CH:5]=1)([O-:3])=[O:2] |f:1.2.3|. Procedure: 27.6 g (0.2 mol) of 4-nitrophenol are dissolved in 300 ml of dimethylformamide and, after addition of 27.6 g (0.2 mol) of dried potassium carbonate, the mixture is stirred at room temperature for 45 minutes. Thereafter, 50.4 g (0.22 mol=34.9 ml) of benzyl bromoacetate are added dropwise, while stirring, and the suspension is then heated at 80° C. (oil bath temperature) for 5 hours. The oil bath is then switched off and the suspension is stirred for a further 15 hours, during which the reaction m... The reactants are C1CCC(CC1)N=C=NC2CCCCC2 (DCCI), N([C@@H](CC1=CC=CC=C1)C(=O)N[C@@H](CC1=CNC=N1)C(=O)O)C(=O)OCC1=CC=CC=C1 (Z-Phe-His-OH), N[C@@H](CC(C)C)C(=O)N[C@@H](C(C)C)C(=O)O.C(C1=CC=CC=C1)[NH-] (H-Leu-Val benzyl amide). Yields the product N([C@@H](CC1=CC=CC=C1)C(=O)N[C@@H](CC1=CNC=N1)C(=O)N[C@@H](CC(C)C)C(=O)N[C@@H](C(C)C)C(=O)O)C(=O)OCC1=CC=CC=C1.C(C1=CC=CC=C1)[NH-] (Z-Phe-His-Leu-Val benzyl amide), B3. RXN SMILES: [NH:1]([C:23]([O:25][CH2:26][C:27]1[CH:32]=[CH:31][CH:30]=[CH:29][CH:28]=1)=[O:24])[C@H:2]([C:10]([NH:12][C@H:13]([C:20](O)=[O:21])[CH2:14][C:15]1[N:19]=[CH:18][NH:17][CH:16]=1)=[O:11])[CH2:3][C:4]1[CH:9]=[CH:8][CH:7]=[CH:6][CH:5]=1.[NH2:33][C@H:34]([C:39]([NH:41][C@H:42]([C:46]([OH:48])=[O:47])[CH:43]([CH3:45])[CH3:44])=[O:40])[CH2:35][CH:36]([CH3:38])[CH3:37].[CH2:49]([NH-:56])[C:50]1[CH:55]=[CH:54][CH:53]=[CH:52][CH:51]=1.C1CCC(N=C=NC2CCCCC2)CC1>>[NH:1]([C:23]([O:25][CH2:26][C:27]1[CH:32]=[CH:31][CH:30]=[CH:29][CH:28]=1)=[O:24])[C@H:2]([C:10]([NH:12][C@H:13]([C:20]([NH:33][C@H:34]([C:39]([NH:41][C@H:42]([C:46]([OH:48])=[O:47])[CH:43]([CH3:44])[CH3:45])=[O:40])[CH2:35][CH:36]([CH3:37])[CH3:38])=[O:21])[CH2:14][C:15]1[N:19]=[CH:18][NH:17][CH:16]=1)=[O:11])[CH2:3][C:4]1[CH:9]=[CH:8][CH:7]=[CH:6][CH:5]=1.[CH2:49]([NH-:56])[C:50]1[CH:55]=[CH:54][CH:53]=[CH:52][CH:51]=1 |f:1.2,4.5|. Procedure: In a manner analogous to that described in Example 1, using as starting materials 88 mg of Z-Phe-His-OH, 65 mg of H-Leu-Val-benzyl amide, 31 mg of Hobt and 54 mg of DCCI, the title compound is obtained after flash chromatography (100 g of silica gel 60, 40-63 μm, system B3). Rf (B2)=0.60, Rf(S10)=0.68. Starting materials: C(O)([O-])=O.[Na+] (sodium hydrogen carbonate), CC=1CC2=CC=CC=C2C1 (2-methylinden), [H-].[Na+] (sodium hydride), BrC=1C=NN2C1N=CC(=C2NCC2=CC(=CC=C2)F)C(=O)N2CCC(CC2)C2=CC=CC=C2 (3-bromo-7-(3-fluorobenzylamino)-6-(4-phenylpiperidine-1-carbonyl)pyrazolo[1,5-a]pyrimidine), C1CCOC1 (THF). The product is CC1=CC2=CC=CC=C2C12CCN(CC2)C(=O)OC(C)(C)C (tert-Butyl 2-methylspiro[inden-1,4′-piperidine]-1′-carboxylate). Yield: 51.0%. RXN SMILES: BrC1C=NN2C(NCC3C=CC=C(F)C=3)=C([C:20]([N:22]3[CH2:27][CH2:26][CH:25]([C:28]4[CH:33]=[CH:32][CH:31]=[CH:30][CH:29]=4)[CH2:24][CH2:23]3)=[O:21])C=NC=12.CC1C[C:37]2[C:42]([CH:43]=1)=[CH:41]C=CC=2.[H-].[Na+].C(=O)([O-])[OH:47].[Na+].[CH2:51]1[CH2:55]OC[CH2:52]1>>[CH3:55][C:51]1[C:25]2([CH2:24][CH2:23][N:22]([C:20]([O:21][C:42]([CH3:41])([CH3:37])[CH3:43])=[O:47])[CH2:27][CH2:26]2)[C:28]2[C:29](=[CH:30][CH:31]=[CH:32][CH:33]=2)[CH:52]=1 |f:2.3,4.5|. Procedure details: tert-Butyl bis(2-chloroethyl)carbamate (1.33 g, 5.49 mmol) obtained in step 1 was dissolved in THF, 2-methylinden (1.00 g, 7.69 mmol) and sodium hydride (2.16 g, 49.4 mmol) were added under ice-cooling, and the mixture was heated under reflux for 3 hr. The reaction mixture was added dropwise to saturated aqueous sodium hydrogen carbonate solution under ice-cooling, and the mixture was extracted several times with ethyl acetate. The combined organic layers were dried over magnesium sulfate, and e...